Dataset: the Open Reaction Database (ORD), a public repository of structured organic reaction records. Task: describe an organic reaction: reactants, conditions, products, and yield Reactants: FC(F)(F)Oc1ccccc1-c1noc(C2CC2)c1CBr, O=C([O-])[O-], Cc1cc(O)ccc1B1OC(C)(C)C(C)(C)O1, CC#N, [K+], [K+]. The product is Cc1cc(OCc2c(-c3ccccc3OC(F)(F)F)noc2C2CC2)ccc1B1OC(C)(C)C(C)(C)O1. Reaction SMILES: [Br:1][CH2:2][c:3]1[c:4](-[c:11]2[c:12]([O:17][C:18]([F:19])([F:20])[F:21])[cH:13][cH:14][cH:15][cH:16]2)[n:5][o:6][c:7]1[CH:8]1[CH2:9][CH2:10]1.[C:39](=[O:40])([O-:41])[O-:42].[CH3:22][c:23]1[cH:24][c:25]([OH:38])[cH:26][cH:27][c:28]1[B:29]1[O:30][C:31]([CH3:36])([CH3:37])[C:32]([CH3:34])([CH3:35])[O:33]1.[CH3:45][C:46]#[N:47].[K+:43].[K+:44]>>[CH2:2]([c:3]1[c:4](-[c:11]2[c:12]([O:17][C:18]([F:19])([F:20])[F:21])[cH:13][cH:14][cH:15][cH:16]2)[n:5][o:6][c:7]1[CH:8]1[CH2:9][CH2:10]1)[O:38][c:25]1[cH:24][c:23]([CH3:22])[c:28]([B:29]2[O:30][C:31]([CH3:36])([CH3:37])[C:32]([CH3:34])([CH3:35])[O:33]2)[cH:27][cH:26]1. Starting materials: CCOC(C)=O, CC#N, [N-]=[N+]=[N-], [Na+], O, O=S(=O)(Cl)Cl, c1c[nH]cn1. The product is Cl, [N-]=[N+]=NS(=O)(=O)n1ccnc1. Reaction SMILES: [CH3:18][CH2:19][O:20][C:21](=[O:22])[CH3:23].[CH3:5][C:6]#[N:7].[N-:1]=[N+:2]=[N-:3].[Na+:4].[OH2:24].[S:8](=[O:9])(=[O:10])([Cl:11])[Cl:12].[nH:13]1[cH:14][n:15][cH:16][cH:17]1>>[ClH:11].[N:1](=[N+:2]=[N-:3])[S:8](=[O:9])(=[O:10])[n:13]1[cH:14][n:15][cH:16][cH:17]1.